This data is from the Open Reaction Database (ORD), a public repository of structured organic reaction records. The task is: describe an organic reaction: reactants, conditions, products, and yield Reactants: CCNC(=O)Nc1nc2cc(Br)c(F)cc2s1, [K+], [K+], [K+], CC(C)(C)OC(=O)N1CCC(n2ccc(B3OC(C)(C)C(C)(C)O3)cc2=O)C1, O, O=P([O-])([O-])[O-]. The product is CCNC(=O)Nc1nc2cc(-c3ccn(C4CCN(C(=O)OC(C)(C)C)C4)c(=O)c3)c(F)cc2s1. RXN SMILES: [Br:1][c:2]1[c:3]([F:17])[cH:4][c:5]2[c:6]([n:7][c:8]([NH:10][C:11](=[O:12])[NH:13][CH2:14][CH3:15])[s:9]2)[cH:16]1.[K+:51].[K+:52].[K+:53].[O:18]=[c:19]1[n:20]([CH:34]2[CH2:35][N:36]([C:39](=[O:40])[O:41][C:42]([CH3:43])([CH3:44])[CH3:45])[CH2:37][CH2:38]2)[cH:21][cH:22][c:23]([B:25]2[O:26][C:27]([CH3:28])([CH3:29])[C:30]([CH3:31])([CH3:32])[O:33]2)[cH:24]1.[OH2:54].[P:46]([O-:47])([O-:48])([O-:49])=[O:50]>>[c:2]1(-[c:23]2[cH:22][cH:21][n:20]([CH:34]3[CH2:35][N:36]([C:39](=[O:40])[O:41][C:42]([CH3:43])([CH3:44])[CH3:45])[CH2:37][CH2:38]3)[c:19](=[O:18])[cH:24]2)[c:3]([F:17])[cH:4][c:5]2[c:6]([n:7][c:8]([NH:10][C:11](=[O:12])[NH:13][CH2:14][CH3:15])[s:9]2)[cH:16]1. Starting materials: O, S=P12SP3(=S)SP(=S)(S1)SP(=S)(S2)S3, O=C1NCCSc2ccsc21, c1ccncc1. The product is S=C1NCCSc2ccsc21. RXN SMILES: [OH2:32].[P:18]12(=[S:19])[S:20][P:21]3(=[S:31])[S:22][P:23](=[S:29])([S:24][P:25](=[S:28])([S:26]3)[S:27]1)[S:30]2.[S:1]1[CH2:2][CH2:3][NH:4][C:5](=[O:11])[c:6]2[c:7]1[cH:8][cH:9][s:10]2.[cH:12]1[cH:13][cH:14][n:15][cH:16][cH:17]1>>[S:1]1[CH2:2][CH2:3][NH:4][C:5](=[S:19])[c:6]2[c:7]1[cH:8][cH:9][s:10]2. The reactants are [I-].[Na+] (sodium iodide), N,N-dimethylene-ethylenediamine, BrC=1C(=CC(=NC1)C(=O)N1CCC2=CC(=CC=C12)F)Cl ((5-bromo-4-chloro-pyridin-2-yl)-(5-fluoro-2,3-dihydro-indol-1-yl)-methanone). Reagents/catalysts: [Cu](I)I (copper iodide). The solvent is O (water), O1CCOCC1 (1,4-dioxane). Conditions: temperature 110 celsius, time 5 day. Product: ClC1=CC(=NC=C1I)C(=O)N1CCC2=CC(=CC=C12)F ((4-chloro-5-iodo-pyridin-2-yl)-(5-fluoro-2,3-dihydro-indol-1-yl)-methanone). As a reaction SMILES: [I-:1].[Na+].Br[C:4]1[C:5]([Cl:22])=[CH:6][C:7]([C:10]([N:12]2[C:20]3[C:15](=[CH:16][C:17]([F:21])=[CH:18][CH:19]=3)[CH2:14][CH2:13]2)=[O:11])=[N:8][CH:9]=1>O1CCOCC1.O.[Cu](I)I>[Cl:22][C:5]1[C:4]([I:1])=[CH:9][N:8]=[C:7]([C:10]([N:12]2[C:20]3[C:15](=[CH:16][C:17]([F:21])=[CH:18][CH:19]=3)[CH2:14][CH2:13]2)=[O:11])[CH:6]=1 |f:0.1|. Reported procedure: Under a nitrogen atmosphere 1.3 g (8.4 mmol) sodium iodide, 80 mg (0.42 mmol) copper iodide and 90 μL (0.84 mmol) N,N-dimethylene-ethylenediamine were added to 1.5 g (4.2 mmol) (5-bromo-4-chloro-pyridin-2-yl)-(5-fluoro-2,3-dihydro-indol-1-yl)-methanone in 15 mL 1,4-dioxane and the mixture was stirred for 5 days at 110° C. The reaction mixture was diluted with water, the precipitate formed was suction filtered and dried. Procedure details: α,α,α′,α′-Tetrabromo-o-xylene (200 g, 0.48 mole) was dissolved in 2000 mL of dimethylformamide. 2-Cyclopentene-1-one (40 g, 0.25 mole) was added, along with 500 g sodium iodide. The mixture was heated overnight at 80° C. The mixture was cooled and poured into 2 L of ice water containing sodium bisulfide (20 g). The solids were collected and recrystallized from ethanol to give 65 g of benz[f]indan-1-one. The benzindanone was then reduced by dissolving in 600 mL of ethanol and adding 30 g of sodiu... The product is C1(CCC=2C=C3C(=CC12)C=CC=C3)=O (benz[f]indan-1-one). Starting materials: Cl (HCl), BrC(C=1C(=CC=CC1)C(Br)Br)Br (α,α,α′,α′-Tetrabromo-o-xylene), C1(C=CCC1)=O (2-Cyclopentene-1-one), [I-].[Na+] (sodium iodide), [SH-].[Na+] (sodium bisulfide). Run at temperature 80 celsius. Run in CN(C=O)C (dimethylformamide). Reaction SMILES: Br[CH:2](Br)[C:3]1[C:4]([CH:9](Br)Br)=[CH:5][CH:6]=[CH:7][CH:8]=1.[C:13]1(=[O:18])[CH2:17][CH2:16][CH:15]=[CH:14]1.[I-].[Na+].Cl.[SH-].[Na+]>CN(C)C=O>[C:13]1(=[O:18])[C:17]2[CH:9]=[C:4]3[CH:5]=[CH:6][CH:7]=[CH:8][C:3]3=[CH:2][C:16]=2[CH2:15][CH2:14]1 |f:2.3,5.6|. The yield is 142.7%. Starting materials: BrC=1C=CC2=C(C=3N(CCO2)C(=C(N3)C(=O)N)CN(C)C)C1 (10-bromo-3-((dimethylamino)methyl)-5,6-dihydrobenzo[f]imidazo[1,2-d][1,4]oxazepine-2-carboxamide), CC(C)(C#C)O (2-methylbut-3-yn-2-ol), BrC=1C=CC2=C(C=3N(CCO2)C(=C(N3)C(=O)N)CN3CCCC3)C1 (10-bromo-3-(pyrrolidin-1-ylmethyl)-5,6-dihydrobenzo[f]imidazo[1,2-d][1,4]oxazepine-2-carboxamide), CNC (dimethylamine). Product: CN(C)CC1=C(N=C2N1CCOC1=C2C=C(C=C1)C#CC(C)(C)O)C(=O)N (3-((dimethylamino)methyl)-10-(3-hydroxy-3-methylbut-1-yn-1-yl)-5,6-dihydrobenzo[f]imidazo[1,2-d][1,4]oxazepine-2-carboxamide). Yield: 34.0%. Reaction SMILES: Br[C:2]1[CH:3]=[CH:4][C:5]2[O:11][CH2:10][CH2:9][N:8]3[C:12]([CH2:18][N:19]([CH3:21])[CH3:20])=[C:13]([C:15]([NH2:17])=[O:16])[N:14]=[C:7]3[C:6]=2[CH:22]=1.BrC1C=CC2OCCN3C(CN4CCCC4)=C(C(N)=O)N=C3C=2C=1.CNC.[CH3:50][C:51]([OH:55])([C:53]#[CH:54])[CH3:52]>>[CH3:20][N:19]([CH2:18][C:12]1[N:8]2[CH2:9][CH2:10][O:11][C:5]3[CH:4]=[CH:3][C:2]([C:54]#[C:53][C:51]([OH:55])([CH3:52])[CH3:50])=[CH:22][C:6]=3[C:7]2=[N:14][C:13]=1[C:15]([NH2:17])=[O:16])[CH3:21]. Procedure: Similar to as described in General Procedure G, 10-bromo-3-((dimethylamino)methyl)-5,6-dihydrobenzo[f]imidazo[1,2-d][1,4]oxazepine-2-carboxamide (prepared similarly as described in the synthesis of 10-bromo-3-(pyrrolidin-1-ylmethyl)-5,6-dihydrobenzo[f]imidazo[1,2-d][1,4]oxazepine-2-carboxamide replacing pyrrolidine with dimethylamine) was reacted with 2-methylbut-3-yn-2-ol to give the titled compound as a grey solid (41 mg, 34%). Reactants: C(C#C)(=O)OC (methyl propiolate), N(=[N+]=[N-])CC1=C(C=CC=C1F)F (2-(azidomethyl)-1,3-difluorobenzene), formula III. Product: FC1=C(CN2N=NC(=C2)C(=O)OC)C(=CC=C1)F (methyl 1-(2,6-difluorobenzyl)-1H-1,2,3-triazole-4-carboxylate), formula IV. RXN SMILES: [N:1]([CH2:4][C:5]1[C:10]([F:11])=[CH:9][CH:8]=[CH:7][C:6]=1[F:12])=[N+:2]=[N-:3].[C:13]([O:17][CH3:18])(=[O:16])[C:14]#[CH:15]>>[F:12][C:6]1[CH:7]=[CH:8][CH:9]=[C:10]([F:11])[C:5]=1[CH2:4][N:1]1[CH:15]=[C:14]([C:13]([O:17][CH3:18])=[O:16])[N:3]=[N:2]1. Procedure details: reacting 2-(azidomethyl)-1,3-difluorobenzene of formula III with methyl propiolate to obtain methyl 1-(2,6-difluorobenzyl)-1H-1,2,3-triazole-4-carboxylate of formula IV; and